The task is: describe an organic reaction: reactants, conditions, products, and yield. This data is from the Open Reaction Database (ORD), a public repository of structured organic reaction records. Starting materials: FC1=C(C(=O)Cl)C=CC(=C1F)F (2,3,4-Trifluorobenzoylchloride), C(C1=CC=CC=C1)NC(C)O (N-benzylaminoethanol), [OH-].[Na+] (sodium hydroxide), acid chloride. Solvent: C(Cl)Cl (DCM), C(Cl)Cl (DCM). Reaction conditions: time 4 hour. Yields the product C(C1=CC=CC=C1)N(C(C1=C(C(=C(C=C1)F)F)F)=O)CCO (N-Benzyl-2,3,4-trifluoro-N-(2-hydroxyethyl)benzamide). Reaction SMILES: [F:1][C:2]1[C:10]([F:11])=[C:9]([F:12])[CH:8]=[CH:7][C:3]=1[C:4](Cl)=[O:5].[CH2:13]([NH:20][CH:21](O)[CH3:22])[C:14]1[CH:19]=[CH:18][CH:17]=[CH:16][CH:15]=1.[OH-:24].[Na+]>C(Cl)Cl>[CH2:13]([N:20]([CH2:21][CH2:22][OH:24])[C:4](=[O:5])[C:3]1[CH:7]=[CH:8][C:9]([F:12])=[C:10]([F:11])[C:2]=1[F:1])[C:14]1[CH:19]=[CH:18][CH:17]=[CH:16][CH:15]=1 |f:2.3|. Procedure: 2,3,4-Trifluorobenzoylchloride (195 mg, 1 mmol) in DCM (1 mL) was added to a stirred solution of N-benzylaminoethanol (166 mg, 1.1 mmol) in a mixture of DCM (1 mL) and 10% sodium hydroxide solution (1 mL) at 0° C. After the addition of the acid chloride was complete, the mixture was warmed to RT and stirred for approximately 4 hours. The two layers were separated and the aqueous layer was extracted with DCM (3×30 mL). The organic layers were combined, dried (MgSO4), filtered and evaporated to gi... Starting materials: CS(=O)(=O)Cl, CCN(C(C)C)C(C)C, ClCCl, [Na+], OC1CCN(CCc2ccc(N3CCCC3)cc2)C1, O=C([O-])O. Yields the product CS(=O)(=O)OC1CCN(CCc2ccc(N3CCCC3)cc2)C1. As a reaction SMILES: [CH3:29][S:30]([Cl:31])(=[O:32])=[O:33].[CH:20]([N:21]([CH:22]([CH3:23])[CH3:24])[CH2:25][CH3:26])([CH3:27])[CH3:28].[Cl:39][CH2:40][Cl:41].[Na+:34].[OH:1][CH:2]1[CH2:3][N:4]([CH2:7][CH2:8][c:9]2[cH:10][cH:11][c:12]([N:15]3[CH2:16][CH2:17][CH2:18][CH2:19]3)[cH:13][cH:14]2)[CH2:5][CH2:6]1.[OH:35][C:36](=[O:37])[O-:38]>>[O:1]([CH:2]1[CH2:3][N:4]([CH2:7][CH2:8][c:9]2[cH:10][cH:11][c:12]([N:15]3[CH2:16][CH2:17][CH2:18][CH2:19]3)[cH:13][cH:14]2)[CH2:5][CH2:6]1)[S:30]([CH3:29])(=[O:32])=[O:33]. Reactants: C(C)OC(C1=CC=C(C=C1)N)=O (4-Amino-benzoic acid ethyl ester), C(C)OC(CC(C1=CC=CC=C1)=O)=O (3-oxo-3-phenyl-propionic acid ethyl ester). The solvent is C1CCCCC1 (cyclohexane). Product: C(C)OC(C1=CC=C(C=C1)N=C(CC(=O)OCC)C1=CC=CC=C1)=O (4-(2-ethoxycarbonyl-1-phenyl-ethylideneamino)-benzoic acid ethyl ester). As a reaction SMILES: [CH2:1]([O:3][C:4](=[O:12])[C:5]1[CH:10]=[CH:9][C:8]([NH2:11])=[CH:7][CH:6]=1)[CH3:2].[CH2:13]([O:15][C:16](=[O:26])[CH2:17][C:18](=O)[C:19]1[CH:24]=[CH:23][CH:22]=[CH:21][CH:20]=1)[CH3:14]>C1CCCCC1>[CH2:1]([O:3][C:4](=[O:12])[C:5]1[CH:10]=[CH:9][C:8]([N:11]=[C:18]([C:19]2[CH:20]=[CH:21][CH:22]=[CH:23][CH:24]=2)[CH2:17][C:16]([O:15][CH2:13][CH3:14])=[O:26])=[CH:7][CH:6]=1)[CH3:2]. Reported procedure: 4-Amino-benzoic acid ethyl ester (66 g, 0.4 mol) and 3-oxo-3-phenyl-propionic acid ethyl ester (0.4 mol, 1 eq.) were dissolved in 500 mL cyclohexane and refluxed for 2 days using a Dean-Stark trap. The solution was filtered, the solvent evaporated and the residue recrystallized to give 4-(2-ethoxycarbonyl-1-phenyl-ethylideneamino)-benzoic acid ethyl ester (Compound 481a) MS: 340.18 (M+H+). 4-(2-Ethoxycarbonyl-1-phenyl-ethylideneamino)-benzoic acid ethyl ester was dissolved in diphenyl-methanone ... The reactants are C1(=CC=CC=C1)OC(NC=1C(=NC(=C(C1)C)C)OC)=O (Phenyl-N-(5,6-dimethyl-2-methoxypyridin-3-yl)carbamate), FC=1C=C(C=C(C1)F)N1CCNCC1 (1-(3,5-difluorophenyl)piperazine). Product: CC=1C=C(C(=NC1C)OC)NC(=O)N1CCN(CC1)C1=CC(=CC(=C1)F)F (1-[(5,6-dimethyl-2-methoxypyridin-3-yl)aminocarbonyl]-4-(3,5-difluorophenyl)piperazine). Yield: 87.0%. Reaction SMILES: C1(O[C:8](=[O:20])[NH:9][C:10]2[C:11]([O:18][CH3:19])=[N:12][C:13]([CH3:17])=[C:14]([CH3:16])[CH:15]=2)C=CC=CC=1.[F:21][C:22]1[CH:23]=[C:24]([N:29]2[CH2:34][CH2:33][NH:32][CH2:31][CH2:30]2)[CH:25]=[C:26]([F:28])[CH:27]=1>>[CH3:16][C:14]1[CH:15]=[C:10]([NH:9][C:8]([N:32]2[CH2:31][CH2:30][N:29]([C:24]3[CH:23]=[C:22]([F:21])[CH:27]=[C:26]([F:28])[CH:25]=3)[CH2:34][CH2:33]2)=[O:20])[C:11]([O:18][CH3:19])=[N:12][C:13]=1[CH3:17]. Procedure: Phenyl-N-(5,6-dimethyl-2-methoxypyridin-3-yl)carbamate and 1-(3,5-difluorophenyl)piperazine were reacted by the same way with the example 1 to obtain the titled compound. Starting materials: [BH3-]C#N, CCc1cccc(C)c1C=O, CO, [Cl-], [Cl-], Cc1cc(N)c2nc(C)c(C)n2c1, [Na+], [Zn+2]. Yields the product CCc1cccc(C)c1CNc1cc(C)cn2c(C)c(C)nc12. As a reaction SMILES: [C:25]([BH3-:26])#[N:27].[CH2:14]([CH3:15])[c:16]1[c:17]([CH:18]=[O:19])[c:20]([CH3:24])[cH:21][cH:22][cH:23]1.[CH3:29][OH:30].[Cl-:31].[Cl-:33].[NH2:1][c:2]1[c:3]2[n:4]([cH:5][c:6]([CH3:8])[cH:7]1)[c:9]([CH3:13])[c:10]([CH3:12])[n:11]2.[Na+:28].[Zn+2:32]>>[NH:1]([c:2]1[c:3]2[n:4]([cH:5][c:6]([CH3:8])[cH:7]1)[c:9]([CH3:13])[c:10]([CH3:12])[n:11]2)[CH2:18][c:17]1[c:16]([CH2:14][CH3:15])[cH:23][cH:22][cH:21][c:20]1[CH3:24]. The reactants are Cl (HCl), C(C)OC(=C)C1=CC2=C(C=N1)N(C=N2)CC2=CC=C(C=C2)OC (6-(1-ethoxyvinyl)-3-(4-methoxybenzyl)-3H-imidazo[4,5-c]pyridine), N (ammonia). Solvent: CO (MeOH). Reaction conditions: time 30 minute. Yields the product COC1=CC=C(CN2C=NC3=C2C=NC(=C3)C(C)=O)C=C1 (1-(3-(4-methoxybenzyl)-3H-imidazo[4,5-c]pyridin-6-yl)ethanone). The yield is 75.1%. As a reaction SMILES: C([O:3][C:4]([C:6]1[N:11]=[CH:10][C:9]2[N:12]([CH2:15][C:16]3[CH:21]=[CH:20][C:19]([O:22][CH3:23])=[CH:18][CH:17]=3)[CH:13]=[N:14][C:8]=2[CH:7]=1)=[CH2:5])C.Cl.N>CO>[CH3:23][O:22][C:19]1[CH:20]=[CH:21][C:16]([CH2:15][N:12]2[C:9]3[CH:10]=[N:11][C:6]([C:4](=[O:3])[CH3:5])=[CH:7][C:8]=3[N:14]=[CH:13]2)=[CH:17][CH:18]=1. Procedure: A mixture of 6-(1-ethoxyvinyl)-3-(4-methoxybenzyl)-3H-imidazo[4,5-c]pyridine (440 mg, 1.42 mmol) in MeOH (2 mL) was added an aqueous solution of HCl (1N, 0.5 mL) and stirred at RT for 30 min. To the reaction mixture was added an aqueous ammonia solution (35%) until the pH was approximately 8. The aqueous solution was extracted with EtOAc (50 mL×3). The combined extracts were washed with water and brine, dried (MgSO4), filtered, and concentrated under reduced pressure. The residue was purified by... Reactants: C(#N)C1=C(C=CC=C1)C1=NC=C(C=C1)CCCCC (2-(cyanophenyl)-5-pentylpyridine), [OH-].[K+] (potassium hydroxide), C(COCCO)O (diethylene glycol), Cl (hydrochloric acid). Conditions: temperature 175 celsius. The product is C(CCCC)C=1C=CC(=NC1)C1=CC=C(C(=O)O)C=C1 (p-(5-pentyl-2-pyridyl)benzoic acid). As a reaction SMILES: C([C:3]1[CH:8]=[CH:7][CH:6]=[CH:5][C:4]=1[C:9]1[CH:14]=[CH:13][C:12]([CH2:15][CH2:16][CH2:17][CH2:18][CH3:19])=[CH:11][N:10]=1)#N.[OH-:20].[K+].Cl.[CH2:23]([OH:29])COCCO>>[CH2:15]([C:12]1[CH:13]=[CH:14][C:9]([C:4]2[CH:3]=[CH:8][C:7]([C:23]([OH:29])=[O:20])=[CH:6][CH:5]=2)=[N:10][CH:11]=1)[CH2:16][CH2:17][CH2:18][CH3:19] |f:1.2|. Procedure details: A mixture of 3.026 g of 2-(cyanophenyl)-5-pentylpyridine, 125 ml of diethylene glycol and 13.8 g of potassium hydroxide was heated to 175° C. for 1.5 hours while stirring and gassing with nitrogen. The reaction mixture was then left to cool, adjusted to pH 8 with semi-concentrated hydrochloric acid and extracted with methylene chloride. The organic phase was washed with water, dried over sodium sulphate, filtered and concentrated. The crude p-(5-pentyl-2-pyridyl)benzoic acid obtained was recryst... Yields the product COC=1C=C(CC2N(CCC3=CC(=CC(=C23)OC)OC)CC(=O)NCC2=C(C=CC=C2)OCC)C=CC1OC (2-[1-(3,4-Dimethoxy-benzyl)-6,8-dimethoxy-3,4-dihydro-1H-isoquinolin-2-yl]-N-(2-ethoxy-benzyl)-acetamide). Procedure details: prepared by reaction of 1-(3,4-Dimethoxy-benzyl)-6,8-dimethoxy-1,2,3,4-tetrahydroisoquinoline and 2-bromoacetyl bromide with 2-ethoxy-benzyl-amine The reactants are COC=1C=C(CC2NCCC3=CC(=CC(=C23)OC)OC)C=CC1OC (1-(3,4-Dimethoxy-benzyl)-6,8-dimethoxy-1,2,3,4-tetrahydroisoquinoline), BrCC(=O)Br (2-bromoacetyl bromide), C(C)OC1=C(CN)C=CC=C1 (2-ethoxy-benzyl-amine). As a reaction SMILES: [CH3:1][O:2][C:3]1[CH:4]=[C:5]([CH:21]=[CH:22][C:23]=1[O:24][CH3:25])[CH2:6][CH:7]1[C:16]2[C:11](=[CH:12][C:13]([O:19][CH3:20])=[CH:14][C:15]=2[O:17][CH3:18])[CH2:10][CH2:9][NH:8]1.Br[CH2:27][C:28](Br)=[O:29].[CH2:31]([O:33][C:34]1[CH:41]=[CH:40][CH:39]=[CH:38][C:35]=1[CH2:36][NH2:37])[CH3:32]>>[CH3:1][O:2][C:3]1[CH:4]=[C:5]([CH:21]=[CH:22][C:23]=1[O:24][CH3:25])[CH2:6][CH:7]1[C:16]2[C:11](=[CH:12][C:13]([O:19][CH3:20])=[CH:14][C:15]=2[O:17][CH3:18])[CH2:10][CH2:9][N:8]1[CH2:27][C:28]([NH:37][CH2:36][C:35]1[CH:38]=[CH:39][CH:40]=[CH:41][C:34]=1[O:33][CH2:31][CH3:32])=[O:29].